Dataset: the Open Reaction Database (ORD), a public repository of structured organic reaction records. Task: describe an organic reaction: reactants, conditions, products, and yield Starting materials: C[Si](C)(C)[N-][Si](C)(C)C.[K+] (potassium bis(trimethylsilyl)amide), OCCN1CCOCC1 (4-(2-hydroxyethyl)morpholine), C(C)OC1=NC=C(C=C1C=1NC(C=2C(N1)=C(N(N2)CC2=NC=CC=C2)CCC)=O)S(=O)(=O)N2CCN(CC2)CC (5-[2-Ethoxy-5-(4-ethylpiperazin-1-ylsulphonyl)pyridin-3-yl]-3-n-propyl-2-(pyridin-2-yl)methyl-2,6-dihydro-7H-pyrazolo[4,3-d]pyrimidin-7-one). Reaction conditions: temperature 100 celsius, time 1 hour. The product is C(C)N1CCN(CC1)S(=O)(=O)C=1C=C(C(=NC1)OCCN1CCOCC1)C=1NC(C=2C(N1)=C(N(N2)CC2=NC=CC=C2)CCC)=O (5-{5-(4-Ethylpiperazin-1-ylsulphonyl)-2-[2-(morpholin-4-yl)ethoxy]pyridin-3-yl}-3-n-propyl-2-(pyridin-2-yl)methyl-2,6-dihydro-7H-pyrazolo[4,3-d]pyrimidin-7-one). Isolated yield 30.0%. RXN SMILES: C[Si]([N-][Si](C)(C)C)(C)C.[K+].[OH:11][CH2:12][CH2:13][N:14]1[CH2:19][CH2:18][O:17][CH2:16][CH2:15]1.C(O[C:23]1[C:28]([C:29]2[NH:30][C:31](=[O:48])[C:32]3[C:33](=[C:35]([CH2:45][CH2:46][CH3:47])[N:36]([CH2:38][C:39]4[CH:44]=[CH:43][CH:42]=[CH:41][N:40]=4)[N:37]=3)[N:34]=2)=[CH:27][C:26]([S:49]([N:52]2[CH2:57][CH2:56][N:55]([CH2:58][CH3:59])[CH2:54][CH2:53]2)(=[O:51])=[O:50])=[CH:25][N:24]=1)C>>[CH2:58]([N:55]1[CH2:56][CH2:57][N:52]([S:49]([C:26]2[CH:27]=[C:28]([C:29]3[NH:30][C:31](=[O:48])[C:32]4[C:33](=[C:35]([CH2:45][CH2:46][CH3:47])[N:36]([CH2:38][C:39]5[CH:44]=[CH:43][CH:42]=[CH:41][N:40]=5)[N:37]=4)[N:34]=3)[C:23]([O:11][CH2:12][CH2:13][N:14]3[CH2:19][CH2:18][O:17][CH2:16][CH2:15]3)=[N:24][CH:25]=2)(=[O:51])=[O:50])[CH2:53][CH2:54]1)[CH3:59] |f:0.1|. Procedure: A mixture of potassium bis(trimethylsilyl)amide (180 mg, 0.88 mmol) and 4-(2-hydroxyethyl)morpholine (4 ml) was stirred at 100° C. for 1 hour, then the title compound of Example 26 (100 mg, 0.17 mmol) added and the reaction mixture stirred at 110° C. for 18 hours. The resulting, cool mixture was partitioned between water (10 ml) and dichloromethane (20 ml), the phases separated and the organic phase washed with water (10 ml), dried (MgSO4) and evaporated under reduced pressure. The residual yell... Starting materials: C(C)(C)(C)C1=C(C(=CC2=C1CC(O2)(C)C=CC(=O)OCC)C(C)(C)C)O[Si](C)(C)C (ethyl 3-(4,6-di-t-butyl-2-methyl-5-trimethylsilyloxy-2,3-dihydrobenzofuran-2-yl)-2-propenoate). Reagents/catalysts: [C].[Pd] (palladium-carbon). Run in C(C)O (ethanol). Run at time 48 hour. Product: C(C)(C)(C)C1=C(C(=CC2=C1CC(O2)(C)CCC(=O)OCC)C(C)(C)C)O[Si](C)(C)C (ethyl 3-(4,6-di-t-butyl-2-methyl-5-trimethylsilyloxy-2,3-dihydrobenzofuran-2-yl)propanoate). Isolated yield 99.5%. Reaction SMILES: [C:1]([C:5]1[C:10]2[CH2:11][C:12]([CH:15]=[CH:16][C:17]([O:19][CH2:20][CH3:21])=[O:18])([CH3:14])[O:13][C:9]=2[CH:8]=[C:7]([C:22]([CH3:25])([CH3:24])[CH3:23])[C:6]=1[O:26][Si:27]([CH3:30])([CH3:29])[CH3:28])([CH3:4])([CH3:3])[CH3:2]>C(O)C.[C].[Pd]>[C:1]([C:5]1[C:10]2[CH2:11][C:12]([CH2:15][CH2:16][C:17]([O:19][CH2:20][CH3:21])=[O:18])([CH3:14])[O:13][C:9]=2[CH:8]=[C:7]([C:22]([CH3:25])([CH3:24])[CH3:23])[C:6]=1[O:26][Si:27]([CH3:30])([CH3:29])[CH3:28])([CH3:2])([CH3:3])[CH3:4] |f:2.3|. Procedure: To a solution of 0.27 g of ethyl 3-(4,6-di-t-butyl-2-methyl-5-trimethylsilyloxy-2,3-dihydrobenzofuran-2-yl)-2-propenoate synthesized in Example 75-1) in 20 ml of ethanol was added a catalytic amount of 10% palladium-carbon, and the mixture was stirred for 48 hours under a hydrogen atmosphere. After the catalyst was filtered off, the filtrate was concentrated and the residue was purified on a short column of silica gel eluting with n-hexane containing 9% ethyl acetate to give 0.27 g of ethyl 3-(4... Starting materials: N12CCN(CC1)CC2 (1,4-diazabicyclo [2.2.2]octane), C(C)N(C1=CC=C(C=C1)S(=O)(=O)N1C(CC(C1)O)=O)CC (1-(4-diethylamino-benzenesulphonyl)-4-hydroxy-pyrrolidin-2-one), C(C(C)(C)C)(=O)Cl (pivaloyl chloride), C(C(C)(C)C)(=O)Cl (pivaloyl chloride), N12CCN(CC1)CC2 (DABCO), crude product. Solvent: C(Cl)Cl (methylene chloride), C(C)(=O)OCC (ethyl acetate), C(Cl)Cl (methylene chloride). Reaction conditions: time 16 hour. Product: CN(C1=CC=C(C=C1)S(=O)(=O)N1C(CC(C1)OC(C(C)(C)C)=O)=O)C (1-[[4-(dimethylamino)-phenyl]-sulphonyl]-4-(2,2-dimethyl-1-oxo-propoxy)-2-pyrrolidinone). As a reaction SMILES: N12CCN(CC1)CC2.[CH2:9]([N:11]([CH2:28]C)[C:12]1[CH:17]=[CH:16][C:15]([S:18]([N:21]2[CH2:25][CH:24]([OH:26])[CH2:23][C:22]2=[O:27])(=[O:20])=[O:19])=[CH:14][CH:13]=1)C.[C:30](Cl)(=[O:35])[C:31]([CH3:34])([CH3:33])[CH3:32]>C(Cl)Cl.C(OCC)(=O)C>[CH3:28][N:11]([CH3:9])[C:12]1[CH:13]=[CH:14][C:15]([S:18]([N:21]2[CH2:25][CH:24]([O:26][C:30](=[O:35])[C:31]([CH3:34])([CH3:33])[CH3:32])[CH2:23][C:22]2=[O:27])(=[O:19])=[O:20])=[CH:16][CH:17]=1. Reported procedure: 0.41 g of 1,4-diazabicyclo [2.2.2]octane (DABCO) is added at 3° C. to a solution of 1 g of [1-(4-diethylamino-benzenesulphonyl)-4-hydroxy-pyrrolidin-2-one] in 20 cm3 of methylene chloride, and then 0.43 g of pivaloyl chloride in solution in 3 cm3 of methylene chloride is added slowly, and the whole mixture is left at ambient temperature for 16 hours. Another equivalent of pivaloyl chloride and DABCO is added, the mixture is left at ambient temperature for 4 hours, brought to dryness, the residue... Starting materials: O=C1COCC(=O)O1, C1CCOC1, COC(=O)c1cc(F)ccc1N. Product: COC(=O)c1cc(F)ccc1NC(=O)COCC(=O)O. Reaction SMILES: [C:13]1(=[O:20])[CH2:14][O:15][CH2:16][C:17](=[O:18])[O:19]1.[CH2:21]1[O:22][CH2:23][CH2:24][CH2:25]1.[NH2:1][c:2]1[c:3]([C:4](=[O:5])[O:6][CH3:7])[cH:8][c:9]([F:12])[cH:10][cH:11]1>>[NH:1]([c:2]1[c:3]([C:4](=[O:5])[O:6][CH3:7])[cH:8][c:9]([F:12])[cH:10][cH:11]1)[C:17]([CH2:16][O:15][CH2:14][C:13](=[O:19])[OH:20])=[O:18]. The reactants are BrCC(CBr)(CBr)CBr (tetrakis-(bromomethyl)methane), halide, [H-].[Na+] (Sodium hydride), OCC1(COC1)C (3-hydroxymethyl-3-methyloxetane), [H][H] (hydrogen). Run in CN(C)C=O (DMF), hexanes, CN(C)C=O (DMF). Conditions: temperature 100 celsius, time 30 minute. Yields the product CC1(COC1)COCC(COCC1(COC1)C)(COCC1(COC1)C)COCC1(COC1)C (tetrakis-[(3-methyl-3-oxetanyl)methoxymethyl]methane). The yield is 20.2%. As a reaction SMILES: [H-].[Na+].[OH:3][CH2:4][C:5]1([CH3:9])[CH2:8][O:7][CH2:6]1.[H][H].Br[CH2:13][C:14]([CH2:19]Br)([CH2:17]Br)[CH2:15]Br>CN(C=O)C>[CH3:9][C:5]1([CH2:4][O:3][CH2:13][C:14]([CH2:19][O:3][CH2:4][C:5]2([CH3:9])[CH2:8][O:7][CH2:6]2)([CH2:17][O:3][CH2:4][C:5]2([CH3:9])[CH2:8][O:7][CH2:6]2)[CH2:15][O:3][CH2:4][C:5]2([CH3:9])[CH2:8][O:7][CH2:6]2)[CH2:8][O:7][CH2:6]1 |f:0.1|. Reported procedure: Sodium hydride (50% dispersion in mineral oil, 16.10 g. 0.33 mol) was washed twice with hexanes and was suspended in 500 mL of DMF. Then, 3-hydroxymethyl-3-methyloxetane (34.2 g, 0.33 mol) was added dropwise over 45 min while hydrogen gas was evolved and a beige solid precipitated. The mixture was stirred for 30 min and a solution of tetrakis-(bromomethyl)methane (25.0 g, 0.0645 mol) in 250 mL of DMF was added. The mixture was heated to 100° C. for 64 h when 1H NMR analysis of an aliquot showed ...